Dataset: the Open Reaction Database (ORD), a public repository of structured organic reaction records. Task: describe an organic reaction: reactants, conditions, products, and yield Starting materials: CN1CCC(=CC1)C1=CNC2=CC=CC=C12 (3-(1-methyl-1,2,3,6-tetrahydro-4-pyridinyl)-1H-indole), COC1=CC=C(C(=O)Cl)C=C1 (4-methoxybenzoyl chloride). Yields the product COC1=CC=C(C(=O)N2C=C(C3=CC=CC=C23)C=2CCN(CC2)C)C=C1 (1-(4-Methoxybenzoyl)-3-(1-methyl-1,2,3,6-tetrahydro-4-pyridinyl)indole). Reaction SMILES: [CH3:1][N:2]1[CH2:7][CH:6]=[C:5]([C:8]2[C:16]3[C:11](=[CH:12][CH:13]=[CH:14][CH:15]=3)[NH:10][CH:9]=2)[CH2:4][CH2:3]1.[CH3:17][O:18][C:19]1[CH:27]=[CH:26][C:22]([C:23](Cl)=[O:24])=[CH:21][CH:20]=1>>[CH3:17][O:18][C:19]1[CH:27]=[CH:26][C:22]([C:23]([N:10]2[C:11]3[C:16](=[CH:15][CH:14]=[CH:13][CH:12]=3)[C:8]([C:5]3[CH2:4][CH2:3][N:2]([CH3:1])[CH2:7][CH:6]=3)=[CH:9]2)=[O:24])=[CH:21][CH:20]=1. Procedure: (10.9 mg, 27%); from 3-(1-methyl-1,2,3,6-tetrahydro-4-pyridinyl)-1H-indole (Example 4e, 24.8 mg, 0.12 mmol) and 4-methoxybenzoyl chloride (35 uL, 0.24 mmol); HRMS-FAB+ for C22H22N2O2 : calculated MH+ : 347.17596; found: 347.17819. Yields the product C(CCCCCCC\C=C/CCCCCCCC)OC1=CC(=CO1)C(=O)O (5-(cis-9-octadecen-1-yloxy)-3-furoic acid). Starting materials: BrC1=CC(=CO1)C(=O)O (5-bromo-3-furoic acid), C(CCCCCCC\C=C/CCCCCCCC)O (cis-9-octadecenol), [H-].[Na+] (sodium hydride), CC=1C=CC(=CC1)C (p-xylene). Reaction conditions: time 48 hour. Reported procedure: A mixture of 57.2 g (0.300 mole) of 5-bromo-3-furoic acid, 121.0 g (0.45 mole) of cis-9-octadecenol, 18.0 g (0.750 mole) of sodium hydride and 2 liters of p-xylene are heated to reflux with stirring for 48 hours. The mixture is allowed to cool, then is acidified with acetic acid, and diluted with 2 liters of water. The organic layer is separated, dried, evaporated to dryness, and the residue is recrystallized from hexane to give 5-(cis-9-octadecen-1-yloxy)-3-furoic acid. The solvent is O (water), C(C)(=O)O (acetic acid). Reaction SMILES: Br[C:2]1[O:6][CH:5]=[C:4]([C:7]([OH:9])=[O:8])[CH:3]=1.[CH2:10]([OH:28])[CH2:11][CH2:12][CH2:13][CH2:14][CH2:15][CH2:16][CH2:17]/[CH:18]=[CH:19]\[CH2:20][CH2:21][CH2:22][CH2:23][CH2:24][CH2:25][CH2:26][CH3:27].[H-].[Na+].CC1C=CC(C)=CC=1>O.C(O)(=O)C>[CH2:10]([O:28][C:2]1[O:6][CH:5]=[C:4]([C:7]([OH:9])=[O:8])[CH:3]=1)[CH2:11][CH2:12][CH2:13][CH2:14][CH2:15][CH2:16][CH2:17]/[CH:18]=[CH:19]\[CH2:20][CH2:21][CH2:22][CH2:23][CH2:24][CH2:25][CH2:26][CH3:27] |f:2.3|.